The task is: describe an organic reaction: reactants, conditions, products, and yield. This data is from the Open Reaction Database (ORD), a public repository of structured organic reaction records. Starting materials: CCN(C(C)C)C(C)C, CC(C)O, O=c1[nH]ncc2sc(Cl)nc12, O=C(NCc1ccc(OC(F)(F)F)cc1)C1CNCCN1S(=O)(=O)c1ccc(C(F)(F)F)cc1. Product: O=C(NCc1ccc(OC(F)(F)F)cc1)C1CN(c2nc3c(=O)[nH]ncc3s2)CCN1S(=O)(=O)c1ccc(C(F)(F)F)cc1. RXN SMILES: [CH:46]([N:47]([CH2:48][CH3:49])[CH:50]([CH3:51])[CH3:52])([CH3:53])[CH3:54].[CH:55]([OH:56])([CH3:57])[CH3:58].[Cl:35][c:36]1[s:37][c:38]2[c:39]([c:40](=[O:44])[nH:41][n:42][cH:43]2)[n:45]1.[F:1][C:2]([O:3][c:4]1[cH:5][cH:6][c:7]([CH2:8][NH:9][C:10](=[O:11])[CH:12]2[N:13]([S:18](=[O:19])(=[O:20])[c:21]3[cH:22][cH:23][c:24]([C:27]([F:28])([F:29])[F:30])[cH:25][cH:26]3)[CH2:14][CH2:15][NH:16][CH2:17]2)[cH:31][cH:32]1)([F:33])[F:34]>>[F:1][C:2]([O:3][c:4]1[cH:5][cH:6][c:7]([CH2:8][NH:9][C:10](=[O:11])[CH:12]2[N:13]([S:18](=[O:19])(=[O:20])[c:21]3[cH:22][cH:23][c:24]([C:27]([F:28])([F:29])[F:30])[cH:25][cH:26]3)[CH2:14][CH2:15][N:16]([c:36]3[s:37][c:38]4[c:39]([c:40](=[O:44])[nH:41][n:42][cH:43]4)[n:45]3)[CH2:17]2)[cH:31][cH:32]1)([F:33])[F:34]. The reactants are C(C1=CC=CC=C1)C1=CC=C(N)C=C1 (4-benzyl aniline), C1CC(=O)N(C1=O)Br (n-bromosuccinimide). Run in CN(C=O)C (dimethylformamide). The product is BrC1=C(N)C=CC(=C1)CC1=CC=CC=C1 (2-bromo-4-benzyl aniline). As a reaction SMILES: [CH2:1]([C:8]1[CH:14]=[CH:13][C:11]([NH2:12])=[CH:10][CH:9]=1)[C:2]1[CH:7]=[CH:6][CH:5]=[CH:4][CH:3]=1.C1C(=O)N([Br:22])C(=O)C1>CN(C)C=O>[Br:22][C:13]1[CH:14]=[C:8]([CH2:1][C:2]2[CH:3]=[CH:4][CH:5]=[CH:6][CH:7]=2)[CH:9]=[CH:10][C:11]=1[NH2:12]. Procedure details: The commercially available 4-benzyl aniline can be selectively brominated at the ortho position using n-bromosuccinimide in dimethylformamide to give the desired 2-bromo-4-benzyl aniline. Starting materials: CN1CCN(CCCN2C(=O)c3ccccc3C2=O)CC1, CCO, CO, ClCCl, Cl, [K+], [K+], NN, O=C([O-])[O-], O. The product is CN1CCN(CCCN)CC1. RXN SMILES: [CH3:1][N:2]1[CH2:3][CH2:4][N:5]([CH2:8][CH2:9][CH2:10][N:11]2[C:12](=[O:13])[c:14]3[cH:15][cH:16][cH:17][cH:18][c:19]3[C:20]2=[O:21])[CH2:6][CH2:7]1.[CH3:32][CH2:33][OH:34].[CH3:35][OH:36].[Cl:37][CH2:38][Cl:39].[ClH:25].[K+:26].[K+:27].[NH2:23][NH2:24].[O-:28][C:29]([O-:30])=[O:31].[OH2:22]>>[CH3:1][N:2]1[CH2:3][CH2:4][N:5]([CH2:8][CH2:9][CH2:10][NH2:11])[CH2:6][CH2:7]1. Starting materials: C(C)(=O)C1=CC=C(C=C1)CNS(=O)(=O)C1=CC=C(C=C1)C (N-([4-acetylphenyl]methyl)-4-methylphenysulphonamide), cupric bromide, cupric bromide. Solvent: C(C)(=O)OCC (ethyl acetate). Conditions: time 8 hour. Product: CC1=CC=C(C=C1)S(=O)(=O)N (4-methylphenylsulphonamide). Reaction SMILES: C(C1C=CC(C[NH:11][S:12]([C:15]2[CH:20]=[CH:19][C:18]([CH3:21])=[CH:17][CH:16]=2)(=[O:14])=[O:13])=CC=1)(=O)C>C(OCC)(=O)C>[CH3:21][C:18]1[CH:17]=[CH:16][C:15]([S:12]([NH2:11])(=[O:14])=[O:13])=[CH:20][CH:19]=1. Procedure: A mixture of the product of step i) (1.0 g) and cupric bromide (1.47 g) in ethyl acetate (3.0 ml) was heated at reflux temperature for 16 hours. Additional cupric bromide (1.0 g) was added and heating continued for a further 8 hours. The mixture was filtered and the filtrate concentrated to dryness in vacuo. This residue was purified by flash chromatography on silica, eluting with hexane/ethyl acetate (2:1 v/v). Evaporation of the fractions gave N-(14-bromoacetylphenyl]methyl)-4-methylphenylsulp... Reactants: BrC=1C(NC(C1C1=CC=C(C=C1)[N+](=O)[O-])=O)=O (3-bromo-4-(4-nitrophenyl)-1H-pyrrole-2,5-dione), solution, C[Mg]I (methylmagnesium iodide), N1C=CC2=CC=CC=C12 (indole). Run in C(C)OCC (diethyl ether), C1=CC=CC=C1 (benzene). Product: N1C=C(C2=CC=CC=C12)C=1C(NC(C1C1=CC=C(C=C1)[N+](=O)[O-])=O)=O (3-(3-indolyl)-4-(4-nitrophenyl)-1H-pyrrole-2,5-dione). Isolated yield 0.9%. Reaction SMILES: C[Mg]I.[NH:4]1[C:12]2[C:7](=[CH:8][CH:9]=[CH:10][CH:11]=2)[CH:6]=[CH:5]1.Br[C:14]1[C:15](=[O:29])[NH:16][C:17](=[O:28])[C:18]=1[C:19]1[CH:24]=[CH:23][C:22]([N+:25]([O-:27])=[O:26])=[CH:21][CH:20]=1>C(OCC)C.C1C=CC=CC=1>[NH:4]1[C:12]2[C:7](=[CH:8][CH:9]=[CH:10][CH:11]=2)[C:6]([C:14]2[C:15](=[O:29])[NH:16][C:17](=[O:28])[C:18]=2[C:19]2[CH:20]=[CH:21][C:22]([N+:25]([O-:27])=[O:26])=[CH:23][CH:24]=2)=[CH:5]1. Reported procedure: 1.4 ml of a 3M solution of methylmagnesium iodide in diethyl ether was added to a solution of 360 mg indole in 20 ml of benzene under nitrogen. After stirring at room temperature for 10 minutes 300 mg of 3-bromo-4-(4-nitrophenyl)-1H-pyrrole-2,5-dione were added and the resulting mixture was heated to reflux for 4 days. After cooling the solution was evaporated and the residue was partitioned between dichloromethane and 2M hydrochloric acid. The organic phase was washed with water, dried and evap... The reactants are C(CC)C1C(NS(N1)(=O)=O)=O (4-propyl-1,2,5-thiadiazolidin-3-one 1,1-dioxide), C1(=CC=CC=C1)CBr (phenylmethyl bromide). The reagents and catalysts are [Br-].C(CCC)[N+](CCCC)(CCCC)CCCC (tetrabutylammonium bromide). Run in C1(=CC=CC=C1)C (toluene). The product is C1(=CC=CC=C1)CN1S(NC(C1=O)CCC)(=O)=O (2-phenylmethyl-4-propyl-1,2,5-thiadiazolidin-3-one 1,1-dioxide). Yield: 39.2%. RXN SMILES: [CH2:1]([CH:4]1[NH:8][S:7](=[O:10])(=[O:9])[NH:6][C:5]1=[O:11])[CH2:2][CH3:3].[C:12]1([CH2:18]Br)[CH:17]=[CH:16][CH:15]=[CH:14][CH:13]=1>C1(C)C=CC=CC=1.[Br-].C([N+](CCCC)(CCCC)CCCC)CCC>[C:12]1([CH2:18][N:6]2[C:5](=[O:11])[CH:4]([CH2:1][CH2:2][CH3:3])[NH:8][S:7]2(=[O:9])=[O:10])[CH:17]=[CH:16][CH:15]=[CH:14][CH:13]=1 |f:3.4|. Reported procedure: To a mixture of 4-propyl-1,2,5-thiadiazolidin-3-one 1,1-dioxide (5.0 g, 28.25 mmol) suspended in 150 ml of toluene was added phenylmethyl bromide (5.32 g, 31.03 mmol) and tetrabutylammonium bromide (0.9 g, 0.28 mmol). The resulting mixture was refluxed for 19 hours, cooled, filtered, and the filtrate was concentrated in vacuo. The residue was purified by flash chromatography to afford 2.97 g (39%) of 2-phenylmethyl-4-propyl-1,2,5-thiadiazolidin-3-one 1,1-dioxide (Formula IX: R1 =H; R2 =propyl) a... The reactants are [BH4-], CO, ClCCl, O=Cc1ccccc1S(=O)(=O)c1ccc(C=Cc2ccc(F)cc2F)cc1, [Na+]. Yields the product O=S(=O)(c1ccc(C=Cc2ccc(F)cc2F)cc1)c1ccccc1CO. As a reaction SMILES: [BH4-:1].[CH3:30][OH:31].[Cl:32][CH2:33][Cl:34].[F:3][c:4]1[c:5]([CH:11]=[CH:12][c:13]2[cH:14][cH:15][c:16]([S:19](=[O:20])(=[O:21])[c:22]3[c:23]([CH:24]=[O:25])[cH:26][cH:27][cH:28][cH:29]3)[cH:17][cH:18]2)[cH:6][cH:7][c:8]([F:10])[cH:9]1.[Na+:2]>>[F:3][c:4]1[c:5]([CH:11]=[CH:12][c:13]2[cH:14][cH:15][c:16]([S:19](=[O:20])(=[O:21])[c:22]3[c:23]([CH2:24][OH:25])[cH:26][cH:27][cH:28][cH:29]3)[cH:17][cH:18]2)[cH:6][cH:7][c:8]([F:10])[cH:9]1. Starting materials: C(C1=CC=CC=C1)N1C2=CC=C(C=C2C=2C(=CC=CC12)O)C (9-benzyl-6-methyl-9H-carbazol-4-ol), C([O-])([O-])=O.[K+].[K+] (potassium carbonate), BrCC#N (bromoacetonitrile). Solvent: CN(C)C=O (DMF). Yields the product C(C1=CC=CC=C1)N1C2=CC=C(C=C2C=2C(=CC=CC12)OCC#N)C (2-[(9-Benzyl-6-methyl-9H-carbazol-4-yl)oxy]acetonitrile). Isolated yield 92.1%. As a reaction SMILES: [CH2:1]([N:8]1[C:20]2[CH:19]=[CH:18][CH:17]=[C:16]([OH:21])[C:15]=2[C:14]2[C:9]1=[CH:10][CH:11]=[C:12]([CH3:22])[CH:13]=2)[C:2]1[CH:7]=[CH:6][CH:5]=[CH:4][CH:3]=1.C(=O)([O-])[O-].[K+].[K+].Br[CH2:30][C:31]#[N:32]>CN(C=O)C>[CH2:1]([N:8]1[C:20]2[CH:19]=[CH:18][CH:17]=[C:16]([O:21][CH2:30][C:31]#[N:32])[C:15]=2[C:14]2[C:9]1=[CH:10][CH:11]=[C:12]([CH3:22])[CH:13]=2)[C:2]1[CH:3]=[CH:4][CH:5]=[CH:6][CH:7]=1 |f:1.2.3|. Procedure details: A mixture 9-benzyl-6-methyl-9H-carbazol-4-ol (1.4172 g, 0.0049 mol), potassium carbonate (0.8184 g, 0.0059 mol), bromoacetonitrile (0.75mL, 0.011 mol) and DMF (18 mL) is stirred at room temperature for 3 h. The mixture is then partitioned between water and dichloromethane and the combined organic layers are dried over sodium sulfate and concentrated to a residue. Water is added to the residue and solids precipitated. The solids are collected by filtration and washed with water, followed by a lit... Solvent: CCOCC (ether), O1CCOCC1 (dioxan). RXN SMILES: CC(C)([O-])C.[K+].[F:7][C:8]1[CH:13]=[CH:12][C:11]([CH2:14][C:15]2[C:23]3[C:18](=[CH:19][CH:20]=[C:21]([N+:24]([O-:26])=[O:25])[CH:22]=3)[NH:17][CH:16]=2)=[CH:10][CH:9]=1.[C:27]([O:31][CH3:32])(=[O:30])[CH:28]=[CH2:29].O>[Br-].C([N+](CCCC)(CCCC)CCCC)CCC.O1CCOCC1.CCOCC>[F:7][C:8]1[CH:9]=[CH:10][C:11]([CH2:14][C:15]2[C:23]3[C:18](=[CH:19][CH:20]=[C:21]([N+:24]([O-:26])=[O:25])[CH:22]=3)[N:17]([CH2:29][CH2:28][C:27]([O:31][CH3:32])=[O:30])[CH:16]=2)=[CH:12][CH:13]=1 |f:0.1,5.6|. Run at time 66 hour. Reagents/catalysts: [Br-].C(CCC)[N+](CCCC)(CCCC)CCCC (tetrabutylammonium bromide), [Br-].C(CCC)[N+](CCCC)(CCCC)CCCC (Tetrabutylammonium bromide). Product: FC1=CC=C(C=C1)CC1=CN(C2=CC=C(C=C12)[N+](=O)[O-])CCC(=O)OC (Methyl 3-(4-fluorophenylmethyl)-5-nitro-1H-indole-1-propanoate). Procedure details: Tetrabutylammonium bromide (0.262 g) and potassium t-butoxide (100 mg) wereadded to a stirred solution of 3-(4-fluorophenylmethyl)-5-nitro-1H-indole (2.20 g) and methyl acrylate (0.84 g) in dioxan (30 ml) and the solution was stirred at room temperature for 66 hours. Further quantities of methylacrylate (0.5 g), tetrabutylammonium bromide (262 mg) and potassium t-butoxide (100 mg) were added and stirring was continued for an additional 5 hours. The solution was poured into water and the mixture ... Isolated yield 65.5%. The reactants are COC(C=C)=O (methylacrylate), CC(C)([O-])C.[K+] (potassium t-butoxide), CC(C)([O-])C.[K+] (potassium t-butoxide), FC1=CC=C(C=C1)CC1=CNC2=CC=C(C=C12)[N+](=O)[O-] (3-(4-fluorophenylmethyl)-5-nitro-1H-indole), C(C=C)(=O)OC (methyl acrylate), O (water).